Dataset: the Open Reaction Database (ORD), a public repository of structured organic reaction records. Task: describe an organic reaction: reactants, conditions, products, and yield Reactants: CCO, CC(C)(C)OC(=O)c1cn(CCCN2C(=O)c3ccccc3C2=O)cc1-c1ccc(Cl)cc1Cl, NN. Yields the product CC(C)(C)OC(=O)c1cn(CCCN)cc1-c1ccc(Cl)cc1Cl. As a reaction SMILES: [CH3:37][CH2:38][OH:39].[Cl:1][c:2]1[c:3](-[c:9]2[c:10]([C:28](=[O:29])[O:30][C:31]([CH3:32])([CH3:33])[CH3:34])[cH:11][n:12]([CH2:14][CH2:15][CH2:16][N:17]3[C:18](=[O:19])[c:20]4[cH:21][cH:22][cH:23][cH:24][c:25]4[C:26]3=[O:27])[cH:13]2)[cH:4][cH:5][c:6]([Cl:8])[cH:7]1.[NH2:35][NH2:36]>>[Cl:1][c:2]1[c:3](-[c:9]2[c:10]([C:28](=[O:29])[O:30][C:31]([CH3:32])([CH3:33])[CH3:34])[cH:11][n:12]([CH2:14][CH2:15][CH2:16][NH2:17])[cH:13]2)[cH:4][cH:5][c:6]([Cl:8])[cH:7]1.